Dataset: the Open Reaction Database (ORD), a public repository of structured organic reaction records. Task: describe an organic reaction: reactants, conditions, products, and yield Starting materials: CC=1C=C2CCNC(C2=CC1C)=O (6,7-dimethyl-1-oxo-1,2,3,4-tetrahydro-isoquinoline), ClCC1CN(CCC1)CCCC1=CC2=CC=CC=C2C=C1 (3-chloromethyl-N-[3-(naphth-2-yl)-propyl]-piperidine). Product: Cl.C1=C(C=CC2=CC=CC=C12)CCCN1CC(CCC1)CN1C(C2=CC(=C(C=C2CC1)C)C)=O (2-[(N-(3-(Naphth-2-yl)-propyl)-piperidin-3-yl)-methyl]-6,7-dimethyl-1-oxo-1,2,3,4-tetrahydro-isoquinoline-hydrochloride). As a reaction SMILES: [CH3:1][C:2]1[CH:3]=[C:4]2[C:9](=[CH:10][C:11]=1[CH3:12])[C:8](=[O:13])[NH:7][CH2:6][CH2:5]2.[Cl:14][CH2:15][CH:16]1[CH2:21][CH2:20][CH2:19][N:18]([CH2:22][CH2:23][CH2:24][C:25]2[CH:34]=[CH:33][C:32]3[C:27](=[CH:28][CH:29]=[CH:30][CH:31]=3)[CH:26]=2)[CH2:17]1>>[ClH:14].[CH:26]1[C:27]2[C:32](=[CH:31][CH:30]=[CH:29][CH:28]=2)[CH:33]=[CH:34][C:25]=1[CH2:24][CH2:23][CH2:22][N:18]1[CH2:19][CH2:20][CH2:21][CH:16]([CH2:15][N:7]2[CH2:6][CH2:5][C:4]3[C:9](=[CH:10][C:11]([CH3:12])=[C:2]([CH3:1])[CH:3]=3)[C:8]2=[O:13])[CH2:17]1 |f:2.3|. Procedure: Prepared from 6,7-dimethyl-1-oxo-1,2,3,4-tetrahydro-isoquinoline and 3-chloromethyl-N-[3-(naphth-2-yl)-propyl]-piperidine analogously to Example 2. Starting materials: N1(CCCC1)C/C=C(\C1=CC=C(C=C1)C)/C1=CC=CC(=N1)/C=C/CN=[N+]=[N-] ({3-(6-[3-pyrrolidino-1-{4-tolyl}-prop-1E-enyl]-pyridin-2-yl)-prop-2E-enyl}-azide), [Sn](Cl)Cl (tin (II) chloride), [OH-].[Na+] (sodium hydroxide). The solvent is CO (methanol). Product: N1(CCCC1)C/C=C(\C1=CC=C(C=C1)C)/C1=CC=CC(=N1)/C=C/CN ({3-(6-[3-pyrrolidino-1-{4-tolyl}-prop-1E-enyl]-pyridin-2-yl)-prop-2E-enyl}-amine). Yield: 54.0%. As a reaction SMILES: [N:1]1([CH2:6]/[CH:7]=[C:8](/[C:16]2[N:21]=[C:20](/[CH:22]=[CH:23]/[CH2:24][N:25]=[N+]=[N-])[CH:19]=[CH:18][CH:17]=2)\[C:9]2[CH:14]=[CH:13][C:12]([CH3:15])=[CH:11][CH:10]=2)[CH2:5][CH2:4][CH2:3][CH2:2]1.[Sn](Cl)Cl.[OH-].[Na+]>CO>[N:1]1([CH2:6]/[CH:7]=[C:8](/[C:16]2[N:21]=[C:20](/[CH:22]=[CH:23]/[CH2:24][NH2:25])[CH:19]=[CH:18][CH:17]=2)\[C:9]2[CH:14]=[CH:13][C:12]([CH3:15])=[CH:11][CH:10]=2)[CH2:5][CH2:4][CH2:3][CH2:2]1 |f:2.3|. Procedure details: A solution of {3-(6-[3-pyrrolidino-1-{4-tolyl}-prop-1E-enyl]-pyridin-2-yl)-prop-2E-enyl}-azide (154 mg, 0.43 mmol) in methanol (10 ml) was treated with tin (II) chloride (163 mg, 0.86 mmol). The reaction showed a slight exotherm and darkened in colour. After 1 hour solvent was removed under reduced pressure to leave a green gum. The residue was treated with sodium hydroxide solution (5M) and the product extracted (×4) with diethyl ether. The combined organic extracts were combined, dried over ma... Procedure details: Starting materials: ethyl 5-((tert-butyldiphenylsilyloxy)methyl)-6-((2R,6R)-2,6-dimethylmorpholino)-7-fluorobenzo[d]isoxazole-3-carboxylate (Intermediate 210) and ammonia (0.5 M in dioxane). Reactants: [Si](C1=CC=CC=C1)(C1=CC=CC=C1)(C(C)(C)C)OCC=1C(=C(C2=C(C(=NO2)C(=O)OCC)C1)F)N1C[C@H](O[C@@H](C1)C)C (ethyl 5-((tert-butyldiphenylsilyloxy)methyl)-6-((2R,6R)-2,6-dimethylmorpholino)-7-fluorobenzo[d]isoxazole-3-carboxylate), [Si](C1=CC=CC=C1)(C1=CC=CC=C1)(C(C)(C)C)OCC=1C(=C(C2=C(C(=NO2)C(=O)OCC)C1)F)N1C[C@H](O[C@@H](C1)C)C (ethyl 5-((tert-butyldiphenylsilyloxy)methyl)-6-((2R,6R)-2,6-dimethylmorpholino)-7-fluorobenzo[d]isoxazole-3-carboxylate), N (ammonia). Reaction SMILES: [Si:1]([O:18][CH2:19][C:20]1[C:21]([N:35]2[CH2:40][C@@H:39]([CH3:41])[O:38][C@H:37]([CH3:42])[CH2:36]2)=[C:22]([F:34])[C:23]2[O:27][N:26]=[C:25]([C:28]([O:30]CC)=O)[C:24]=2[CH:33]=1)([C:14]([CH3:17])([CH3:16])[CH3:15])([C:8]1[CH:13]=[CH:12][CH:11]=[CH:10][CH:9]=1)[C:2]1[CH:7]=[CH:6][CH:5]=[CH:4][CH:3]=1.[NH3:43]>>[Si:1]([O:18][CH2:19][C:20]1[C:21]([N:35]2[CH2:36][C@@H:37]([CH3:42])[O:38][C@H:39]([CH3:41])[CH2:40]2)=[C:22]([F:34])[C:23]2[O:27][N:26]=[C:25]([C:28]([NH2:43])=[O:30])[C:24]=2[CH:33]=1)([C:14]([CH3:15])([CH3:17])[CH3:16])([C:8]1[CH:13]=[CH:12][CH:11]=[CH:10][CH:9]=1)[C:2]1[CH:7]=[CH:6][CH:5]=[CH:4][CH:3]=1. Yields the product [Si](C1=CC=CC=C1)(C1=CC=CC=C1)(C(C)(C)C)OCC=1C(=C(C2=C(C(=NO2)C(=O)N)C1)F)N1C[C@H](O[C@@H](C1)C)C (5-((tert-butyldiphenylsilyloxy)methyl)-6-((2R,6R)-2,6-dimethylmorpholino)-7-fluorobenzo[d]isoxazole-3-carboxamide). Reactants: O=C(O)c1ccc(B(O)O)cc1, CC(c1cc(OS(=O)(=O)C(F)(F)F)ccc1Cl)C(O)(c1ccc2c(c1)N(C)C(=O)CO2)C(F)(F)F, [Na+], [Na+], O=C([O-])[O-], C1COCCO1, O. Product: CC(c1cc(-c2ccc(C(=O)O)cc2)ccc1Cl)C(O)(c1ccc2c(c1)N(C)C(=O)CO2)C(F)(F)F. As a reaction SMILES: [C:36](=[O:37])([OH:38])[c:39]1[cH:40][cH:41][c:42]([B:45]([OH:46])[OH:47])[cH:43][cH:44]1.[Cl:1][c:2]1[c:3]([CH:16]([C:17]([C:18]([F:19])([F:20])[F:21])([c:22]2[cH:23][cH:24][c:25]3[c:26]([cH:33]2)[N:27]([CH3:32])[C:28](=[O:31])[CH2:29][O:30]3)[OH:34])[CH3:35])[cH:4][c:5]([O:8][S:9]([C:10]([F:11])([F:12])[F:13])(=[O:14])=[O:15])[cH:6][cH:7]1.[Na+:49].[Na+:50].[O-:51][C:52](=[O:53])[O-:54].[O:55]1[CH2:56][CH2:57][O:58][CH2:59][CH2:60]1.[OH2:48]>>[Cl:1][c:2]1[c:3]([CH:16]([C:17]([C:18]([F:19])([F:20])[F:21])([c:22]2[cH:23][cH:24][c:25]3[c:26]([cH:33]2)[N:27]([CH3:32])[C:28](=[O:31])[CH2:29][O:30]3)[OH:34])[CH3:35])[cH:4][c:5](-[c:42]2[cH:41][cH:40][c:39]([C:36](=[O:37])[OH:38])[cH:44][cH:43]2)[cH:6][cH:7]1. Starting materials: CC(C)(C)OC1C(O)C(n2cnc3c(N=[SiH2])ncnc32)OC1C(O)C(C)(C)C, COS(=O)(=O)OC, CN1CCCC1=O, Cc1ccccc1, [H-], [Na+], CN(C)C=O. Product: COC1C(OC(C)(C)C)C(C(O)C(C)(C)C)OC1n1cnc2c(N=[SiH2])ncnc21. Reaction SMILES: [C:1]([CH3:2])([CH3:3])([CH3:4])[CH:5]([CH:6]1[CH:7]([O:23][C:24]([CH3:25])([CH3:26])[CH3:27])[CH:8]([OH:22])[CH:9]([n:11]2[cH:12][n:13][c:14]3[c:15]([N:16]=[SiH2:17])[n:18][cH:19][n:20][c:21]23)[O:10]1)[OH:28].[CH3:29][O:30][S:31]([O:32][CH3:33])(=[O:34])=[O:35].[CH3:38][N:39]1[CH2:40][CH2:41][CH2:42][C:43]1=[O:44].[CH3:50][c:51]1[cH:52][cH:53][cH:54][cH:55][cH:56]1.[H-:36].[Na+:37].[O:45]=[CH:46][N:47]([CH3:48])[CH3:49]>>[C:1]([CH3:2])([CH3:3])([CH3:4])[CH:5]([CH:6]1[CH:7]([O:23][C:24]([CH3:25])([CH3:26])[CH3:27])[CH:8]([O:22][CH3:29])[CH:9]([n:11]2[cH:12][n:13][c:14]3[c:15]([N:16]=[SiH2:17])[n:18][cH:19][n:20][c:21]23)[O:10]1)[OH:28]. Reactants: C(C1=CC=CC=C1)OC=1C=CC=2C3=C(C(=NC2C1)N)N=C(N3CCC)COCC (7-Benzyloxy-2-ethoxymethyl-1-propyl-1H-imidazo[4,5-c]quinolin-4-amine). The reagents and catalysts are [Pd] (palladium on carbon). The solvent is C(C)O (ethanol), C(C)O (ethanol). Run at time 18 hour. Yields the product NC1=NC=2C=C(C=CC2C2=C1N=C(N2CCC)COCC)O (4-amino-2-ethoxymethyl-1-propyl-1H-imidazo[4,5-c]quinolin-7-ol). Isolated yield 80.0%. As a reaction SMILES: C([O:8][C:9]1[CH:10]=[CH:11][C:12]2[C:13]3[N:22]([CH2:23][CH2:24][CH3:25])[C:21]([CH2:26][O:27][CH2:28][CH3:29])=[N:20][C:14]=3[C:15]([NH2:19])=[N:16][C:17]=2[CH:18]=1)C1C=CC=CC=1>[Pd].C(O)C>[NH2:19][C:15]1[C:14]2[N:20]=[C:21]([CH2:26][O:27][CH2:28][CH3:29])[N:22]([CH2:23][CH2:24][CH3:25])[C:13]=2[C:12]2[CH:11]=[CH:10][C:9]([OH:8])=[CH:18][C:17]=2[N:16]=1. Procedure: 7-Benzyloxy-2-ethoxymethyl-1-propyl-1H-imidazo[4,5-c]quinolin-4-amine (3.9 g, 9.99 mmol) was mixed with ethanol and added to a Parr flask charged with 10% palladium on carbon (0.390 g) in ethanol. The flask was placed under hydrogen pressure and shaken for 18 hours. The reaction mixture was filtered through a layer of CELITE filter aid, and the filter cake was washed with warm DMF. The filtrate was concentrated under reduced pressure, and the residue was recrystallized from methanol to yield 2.4... Reactants: BrCC1=NC=CC=C1 (2-bromomethylpyridine), C[O-].[Na+].CO (sodium methoxide methanol), C1(=CC=CC=C1)P(C1=CC=CC=C1)C1=CC=CC=C1 (Triphenylphosphine), C(Br)(Br)(Br)Br (carbon tetrabromide), N1=C(C=CC=C1)CO ((pyridin-2-yl)methanol), [Cl-].[NH4+] (ammonium chloride), C(C)(=O)SC=1N=CN2C1SC=C2 (7-acetylthioimidazo[5,1-b]thiazole). The solvent is ClCCl (dichloromethane), ClCCl (dichloromethane), CO (methanol). Run at time 1.5 hour. The product is N1=C(C=CC=C1)CSC=1N=CN2C1SC=C2 (7-(Pyridin-2-yl)methylthioimidazo[5,1-b]thiazole). As a reaction SMILES: C1(P(C2C=CC=CC=2)C2C=CC=CC=2)C=CC=CC=1.C(Br)(Br)(Br)Br.[N:25]1[CH:30]=[CH:29][CH:28]=[CH:27][C:26]=1[CH2:31]O.C([S:36][C:37]1[N:38]=[CH:39][N:40]2[CH:44]=[CH:43][S:42][C:41]=12)(=O)C.C[O-].[Na+].CO.BrCC1C=CC=CN=1.[Cl-].[NH4+]>ClCCl.CO>[N:25]1[CH:30]=[CH:29][CH:28]=[CH:27][C:26]=1[CH2:31][S:36][C:37]1[N:38]=[CH:39][N:40]2[CH:44]=[CH:43][S:42][C:41]=12 |f:4.5.6,8.9|. Reported procedure: Triphenylphosphine (2.95 g) and 3.73 g of carbon tetrabromide were added to a solution of 0.724 ml of (pyridin-2-yl)methanol in 40 ml of dichloromethane under ice cooling, and the mixture was stirred at that temperature for 1.5 hr. The reaction solution was purified by column chromatography on silica gel (dichloromethane:methanol=30:1) to prepare 2-bromomethylpyridine. A solution of 990 mg of 7-acetylthioimidazo[5,1-b]thiazole in 5 ml of methanol was cooled in ice. A 1.018 M sodium methoxide/met... Starting materials: O=C(Cl)C1CC1, c1ccc2c(c1)CC1(CCNCC1)O2, [Na+], [OH-], O, c1ccncc1. Yields the product O=C(C1CC1)N1CCC2(CC1)Cc1ccccc1O2. As a reaction SMILES: [CH:1]1([C:4](=[O:5])[Cl:6])[CH2:2][CH2:3]1.[NH:7]1[CH2:8][CH2:9][C:10]2([O:11][c:12]3[c:13]([cH:15][cH:16][cH:17][cH:18]3)[CH2:14]2)[CH2:19][CH2:20]1.[Na+:23].[OH-:22].[OH2:21].[cH:24]1[cH:25][cH:26][n:27][cH:28][cH:29]1>>[CH:1]1([C:4](=[O:5])[N:7]2[CH2:8][CH2:9][C:10]3([O:11][c:12]4[c:13]([cH:15][cH:16][cH:17][cH:18]4)[CH2:14]3)[CH2:19][CH2:20]2)[CH2:2][CH2:3]1. Starting materials: C1CCOC1, CC1=C(C#N)C(c2cccc([N+](=O)[O-])c2)NC(=O)N1, CC(C)[N-]C(C)C, O=C(Cl)Oc1ccc([N+](=O)[O-])cc1, [Li+]. Yields the product CC1=C(C#N)C(c2cccc([N+](=O)[O-])c2)N(C(=O)Oc2ccc([N+](=O)[O-])cc2)C(=O)N1. RXN SMILES: [CH2:41]1[O:42][CH2:43][CH2:44][CH2:45]1.[CH3:1][C:2]1=[C:3]([C:18]#[N:19])[CH:4]([c:9]2[cH:10][c:11]([N+:15](=[O:16])[O-:17])[cH:12][cH:13][cH:14]2)[NH:5][C:6](=[O:8])[NH:7]1.[CH3:21][CH:22]([N-:23][CH:24]([CH3:25])[CH3:26])[CH3:27].[Cl:28][C:29](=[O:30])[O:31][c:32]1[cH:33][cH:34][c:35]([N+:38](=[O:39])[O-:40])[cH:36][cH:37]1.[Li+:20]>>[CH3:1][C:2]1=[C:3]([C:18]#[N:19])[CH:4]([c:9]2[cH:10][c:11]([N+:15](=[O:16])[O-:17])[cH:12][cH:13][cH:14]2)[N:5]([C:29](=[O:30])[O:31][c:32]2[cH:33][cH:34][c:35]([N+:38](=[O:39])[O-:40])[cH:36][cH:37]2)[C:6](=[O:8])[NH:7]1.